This data is from the Open Reaction Database (ORD), a public repository of structured organic reaction records. The task is: describe an organic reaction: reactants, conditions, products, and yield The reactants are C(C)N(C(C)C)C(C)C (N-ethyldiisopropylamine), C(C=C)Br (allyl bromide), NCC1=NC(=NO1)C=1N=CN2C1[C@H]1N(C(C3=C2C=CC(=C3F)F)=O)CC1 ((S)-1-(5-aminomethyl-1,2,4-oxadiazol-3-yl)-7,8-difluoro-12,12a-dihydro-9H,11H-azeto[2,1-c]imidazo[1,5-a][1,4]benzodiazepin-9-one). Run in C(Cl)Cl (methylene chloride), C(Cl)Cl (methylene chloride). Reaction conditions: time 20 hour. The product is C(C=C)N(CC=C)CC1=NC(=NO1)C=1N=CN2C1C1N(C(C3=C2C=CC(=C3F)F)=O)CC1 (1-[5-(diallylaminomethyl)-1,2,4-oxadiazol-3-yl]-7,8-difluoro-12,12a-dihydro-9H,11H-azeto[2,1-c]imidazo[1,5-a][1,4]benzodiazepin-9-one). Reaction SMILES: C(N(C(C)C)[CH:4]([CH3:6])[CH3:5])C.[CH2:10](Br)[CH:11]=[CH2:12].[NH2:14][CH2:15][C:16]1[O:20][N:19]=[C:18]([C:21]2[N:22]=[CH:23][N:24]3[C:30]4[CH:31]=[CH:32][C:33]([F:36])=[C:34]([F:35])[C:29]=4[C:28](=[O:37])[N:27]4[CH2:38][CH2:39][C@H:26]4[C:25]=23)[N:17]=1>C(Cl)Cl>[CH2:10]([N:14]([CH2:15][C:16]1[O:20][N:19]=[C:18]([C:21]2[N:22]=[CH:23][N:24]3[C:30]4[CH:31]=[CH:32][C:33]([F:36])=[C:34]([F:35])[C:29]=4[C:28](=[O:37])[N:27]4[CH2:38][CH2:39][CH:26]4[C:25]=23)[N:17]=1)[CH2:6][CH:4]=[CH2:5])[CH:11]=[CH2:12]. Reported procedure: 2.3 ml (13.5 mmol) of N-ethyldiisopropylamine and 0.66 ml (7.8 mmol) of allyl bromide were added to a solution of 700 mg (1.95 mmol) of (S)-1-(5-aminomethyl-1,2,4-oxadiazol-3-yl)-7,8-difluoro-12,12a-dihydro-9H,11H-azeto[2,1-c]imidazo[1,5-a][1,4]benzodiazepin-9-one in 40 ml of methylene chloride and the mixture was stirred at room temperature for 20 hours. The reaction solution was diluted with methylene chloride and washed three times with water. The organic phases were dried over magnesium sulf... Starting materials: C1CCC2=NCCCN2CC1, COCCOC, CC(C)O, N#Cc1c(Cl)nc(N)nc1-c1ccccc1. The product is CC(C)Oc1nc(N)nc(-c2ccccc2)c1C#N. As a reaction SMILES: [CH2:21]1[CH2:22][CH2:23][C:24]2=[N:29][CH2:28][CH2:27][CH2:26][N:25]2[CH2:30][CH2:31]1.[CH3:32][O:33][CH2:34][CH2:35][O:36][CH3:37].[CH:17]([CH3:18])([CH3:19])[OH:20].[NH2:1][c:2]1[n:3][c:4](-[c:11]2[cH:12][cH:13][cH:14][cH:15][cH:16]2)[c:5]([C:9]#[N:10])[c:6]([Cl:8])[n:7]1>>[NH2:1][c:2]1[n:3][c:4](-[c:11]2[cH:12][cH:13][cH:14][cH:15][cH:16]2)[c:5]([C:9]#[N:10])[c:6]([O:20][CH:17]([CH3:18])[CH3:19])[n:7]1. The reactants are CCS(=O)(=O)Cl, CNC(=O)Oc1cc(C)c(N)c(C)c1, c1ccncc1. The product is CCS(=O)(=O)Nc1c(C)cc(OC(=O)NC)cc1C. As a reaction SMILES: [CH2:15]([CH3:16])[S:17](=[O:18])(=[O:19])[Cl:20].[CH3:1][NH:2][C:3]([O:4][c:5]1[cH:6][c:7]([CH3:13])[c:8]([NH2:12])[c:9]([CH3:11])[cH:10]1)=[O:14].[cH:21]1[cH:22][cH:23][n:24][cH:25][cH:26]1>>[CH3:1][NH:2][C:3]([O:4][c:5]1[cH:6][c:7]([CH3:13])[c:8]([NH:12][S:17]([CH2:15][CH3:16])(=[O:18])=[O:19])[c:9]([CH3:11])[cH:10]1)=[O:14]. Starting materials: CC(=O)OC(C)=O, CCN(C(C)C)C(C)C, ClCCl, CC(C)(C)c1ccc(CN(CCc2cccc(C(F)(F)F)c2)C(=O)c2cc(Cl)ccc2N)cc1. Product: CC(=O)Nc1ccc(Cl)cc1C(=O)N(CCc1cccc(C(F)(F)F)c1)Cc1ccc(C(C)(C)C)cc1. Reaction SMILES: [C:35]([CH3:36])(=[O:37])[O:38][C:39](=[O:40])[CH3:41].[CH2:42]([N:43]([CH:44]([CH3:45])[CH3:46])[CH:47]([CH3:48])[CH3:49])[CH3:50].[CH2:51]([Cl:52])[Cl:53].[NH2:1][c:2]1[c:3]([C:4](=[O:5])[N:6]([CH2:7][CH2:8][c:9]2[cH:10][c:11]([C:15]([F:16])([F:17])[F:18])[cH:12][cH:13][cH:14]2)[CH2:19][c:20]2[cH:21][cH:22][c:23]([C:26]([CH3:27])([CH3:28])[CH3:29])[cH:24][cH:25]2)[cH:30][c:31]([Cl:34])[cH:32][cH:33]1>>[NH:1]([c:2]1[c:3]([C:4](=[O:5])[N:6]([CH2:7][CH2:8][c:9]2[cH:10][c:11]([C:15]([F:16])([F:17])[F:18])[cH:12][cH:13][cH:14]2)[CH2:19][c:20]2[cH:21][cH:22][c:23]([C:26]([CH3:27])([CH3:28])[CH3:29])[cH:24][cH:25]2)[cH:30][c:31]([Cl:34])[cH:32][cH:33]1)[C:35]([CH3:36])=[O:37]. The reactants are CN(C1=CC(=NC(=C1)OC1=CC(=CC=C1)C(F)(F)F)C(=O)NN)C (4-dimethylamino-6-[3-(trifluoromethyl)phenoxy] picolinic acid hydrazide), O.FC(C=O)(C(F)(F)F)F (2,2,3,3,3-pentafluoropropionaldehyde monohydrate), C1=CC=CC=C1 (benzene), Cl (hydrochloric acid). Solvent: C(C)(=O)OCC (ethyl acetate), O (water). Conditions: time 8 hour. The product is FC(C=NNC(C1=NC(=CC(=C1)N(C)C)OC1=CC(=CC=C1)C(F)(F)F)=O)(C(F)(F)F)F (4-dimethylamino-6-[3-(trifluoromethyl)phenoxy] picolinic acid, (2,2,3,3,3-pentafluoropropylidene] hydrazide). As a reaction SMILES: [CH3:1][N:2]([CH3:24])[C:3]1[CH:8]=[C:7]([O:9][C:10]2[CH:15]=[CH:14][CH:13]=[C:12]([C:16]([F:19])([F:18])[F:17])[CH:11]=2)[N:6]=[C:5]([C:20]([NH:22][NH2:23])=[O:21])[CH:4]=1.O.[F:26][C:27]([F:34])([C:30]([F:33])([F:32])[F:31])[CH:28]=O.C1C=CC=CC=1.Cl>C(OCC)(=O)C.O>[F:26][C:27]([F:34])([C:30]([F:33])([F:32])[F:31])[CH:28]=[N:23][NH:22][C:20](=[O:21])[C:5]1[CH:4]=[C:3]([N:2]([CH3:24])[CH3:1])[CH:8]=[C:7]([O:9][C:10]2[CH:15]=[CH:14][CH:13]=[C:12]([C:16]([F:17])([F:18])[F:19])[CH:11]=2)[N:6]=1 |f:1.2|. Procedure details: 4-dimethylamino-6-[3-(trifluoromethyl)phenoxy] picolinic acid hydrazide (0.30 g, 0.00088 mol) was mixed with 2,2,3,3,3-pentafluoropropionaldehyde monohydrate (0.29 g, 0.00088×2.0 mol) and benzene, and further with a small amount of concentrated hydrochloric acid. The obtained mixture was refluxed and dehydrated for about 8 hours using a water separator. The obtained reaction solution was distributed in ethyl acetate-saturated sodium bicarbonate water, and the organic phase separated from the sol... Starting materials: CC(=O)O, CCO, CN1C2CCC1CC(=NO)C2, O=[Pt]=O. Product: CN1C2CCC1CC(N)C2. Reaction SMILES: [CH3:12][C:13](=[O:14])[OH:15].[CH3:19][CH2:20][OH:21].[CH3:1][N:2]1[CH:3]2[CH2:4][C:5](=[N:10][OH:11])[CH2:6][CH:7]1[CH2:8][CH2:9]2.[Pt:16](=[O:17])=[O:18]>>[CH3:1][N:2]1[CH:3]2[CH2:4][CH:5]([NH2:10])[CH2:6][CH:7]1[CH2:8][CH2:9]2. The reactants are C1(CC1)N1C=C(C(C2=CC(=C(C(=C12)C#C[Si](C)(C)C)F)F)=O)C(=O)OCC (ethyl 1-cyclopropyl-6,7-difluoro-1,4-dihydro-8-(trimethylsilylethinyl)-4-oxo-3-quinolinecarboxylate), [F-].[K+] (potassium fluoride), C(Cl)(Cl)Cl (chloroform), O (water). Solvent: CN(C=O)C (dimethylformamide). Yields the product C1(CC1)N1C=C(C(C2=CC(=C(C(=C12)C#C)F)F)=O)C(=O)OCC (ethyl 1-cyclopropyl-8-ethinyl-6,7-difluoro-1,4-dihydro-4-oxo-3-quinolinecarboxylate). Isolated yield 58.8%. RXN SMILES: [CH:1]1([N:4]2[C:13]3[C:8](=[CH:9][C:10]([F:21])=[C:11]([F:20])[C:12]=3[C:14]#[C:15][Si](C)(C)C)[C:7](=[O:22])[C:6]([C:23]([O:25][CH2:26][CH3:27])=[O:24])=[CH:5]2)[CH2:3][CH2:2]1.[F-].[K+].C(Cl)(Cl)Cl.O>CN(C)C=O>[CH:1]1([N:4]2[C:13]3[C:8](=[CH:9][C:10]([F:21])=[C:11]([F:20])[C:12]=3[C:14]#[CH:15])[C:7](=[O:22])[C:6]([C:23]([O:25][CH2:26][CH3:27])=[O:24])=[CH:5]2)[CH2:3][CH2:2]1 |f:1.2|. Reported procedure: 18.8 g of ethyl 1-cyclopropyl-6,7-difluoro-1,4-dihydro-8-(trimethylsilylethinyl)-4-oxo-3-quinolinecarboxylate and 9.7 g of potassium fluoride are stirred for 3 hours at room temperature in a mixture of 300 ml of dimethylformamide, 200 ml of chloroform and 15 ml of water. The mixture is then filtered, the filtrate is treated with 120 ml of water, and the mixture is acidified with dilute aqueous hydrochloric acid. After extraction by shaking with chloroform, the organic phase is dried over sodium ... Starting materials: Cn1cc(Br)cc(Br)c1=O, O=C([O-])[O-], COC(=O)C(C)(C)c1ccc(N)nc1, [Cs+], [Cs+]. Product: COC(=O)C(C)(C)c1ccc(Nc2cc(Br)cn(C)c2=O)nc1. RXN SMILES: [Br:15][c:16]1[c:17](=[O:24])[n:18]([CH3:23])[cH:19][c:20]([Br:22])[cH:21]1.[C:25](=[O:26])([O-:27])[O-:28].[CH3:1][O:2][C:3]([C:4]([CH3:5])([CH3:6])[c:7]1[cH:8][n:9][c:10]([NH2:13])[cH:11][cH:12]1)=[O:14].[Cs+:29].[Cs+:30]>>[CH3:1][O:2][C:3]([C:4]([CH3:5])([CH3:6])[c:7]1[cH:8][n:9][c:10]([NH:13][c:16]2[c:17](=[O:24])[n:18]([CH3:23])[cH:19][c:20]([Br:22])[cH:21]2)[cH:11][cH:12]1)=[O:14].